Dataset: the Open Reaction Database (ORD), a public repository of structured organic reaction records. Task: describe an organic reaction: reactants, conditions, products, and yield Starting materials: Brc1ccccc1, O=C(CCl)c1ccccc1, CCOCC, [Cl-], [Mg], [NH4+], [Na]. Yields the product OC(CCl)(c1ccccc1)c1ccccc1. RXN SMILES: [Br:1][c:2]1[cH:3][cH:4][cH:5][cH:6][cH:7]1.[CH2:9]([C:10](=[O:11])[c:12]1[cH:13][cH:14][cH:15][cH:16][cH:17]1)[Cl:18].[CH3:22][CH2:23][O:24][CH2:25][CH3:26].[Cl-:19].[Mg:8].[NH4+:20].[Na:21]>>[c:2]1([C:10]([CH2:9][Cl:18])([OH:11])[c:12]2[cH:13][cH:14][cH:15][cH:16][cH:17]2)[cH:3][cH:4][cH:5][cH:6][cH:7]1. Starting materials: O (water), C(C)(=O)O[C@H]1[C@H](OCCBr)O[C@@H]([C@@H]([C@@H]1OC(C)=O)OC(C)=O)COC(C)=O (2-Bromoethyl 2,3,4,6-tetra-O-acetyl-β-D-galactopyranoside), NC1=CC=C(C=C1)S (p-aminothiophenol), [OH-].[Na+] (sodium hydroxide). The reagents and catalysts are [Cl-].C[N+](CCCCCCCC)(CCCCCCCC)CCCCCCCC (methyltrioctylammonium chloride). Run in C(C)(=O)OCC.C(C)(C)CC(C)(C)C (ethyl acetate isooctane), C(C)(=O)OCC.C(C)(C)CC(C)(C)C (ethyl acetate isooctane), C1=CC=CC=C1 (benzene). Product: C(C)(=O)O[C@H]1[C@H](OCCSC2=CC=C(C=C2)N)O[C@@H]([C@@H]([C@@H]1OC(C)=O)OC(C)=O)COC(C)=O (2-(p-Aminophenylthio)ethyl 2,3,4,6-tetra-O-acetyl-β-D-galactopyranoside). RXN SMILES: [C:1]([O:4][C@@H:5]1[C@@H:14]([O:15][C:16](=[O:18])[CH3:17])[C@@H:13]([O:19][C:20](=[O:22])[CH3:21])[C@@H:12]([CH2:23][O:24][C:25](=[O:27])[CH3:26])[O:11][C@H:6]1[O:7][CH2:8][CH2:9]Br)(=[O:3])[CH3:2].[NH2:28][C:29]1[CH:34]=[CH:33][C:32]([SH:35])=[CH:31][CH:30]=1.[OH-].[Na+].O>[Cl-].C[N+](CCCCCCCC)(CCCCCCCC)CCCCCCCC.C1C=CC=CC=1.C(OCC)(=O)C.C(CC(C)(C)C)(C)C>[C:1]([O:4][C@@H:5]1[C@@H:14]([O:15][C:16](=[O:18])[CH3:17])[C@@H:13]([O:19][C:20](=[O:22])[CH3:21])[C@@H:12]([CH2:23][O:24][C:25](=[O:27])[CH3:26])[O:11][C@H:6]1[O:7][CH2:8][CH2:9][S:35][C:32]1[CH:33]=[CH:34][C:29]([NH2:28])=[CH:30][CH:31]=1)(=[O:3])[CH3:2] |f:2.3,5.6,8.9|. Reported procedure: 2-Bromoethyl 2,3,4,6-tetra-O-acetyl-β-D-galactopyranoside (1) (2.05 g; 4.50 mmol), p-aminothiophenol (1.2 g; 9.6 mmol), methyltrioctylammonium chloride (20 mg) and sodium hydroxide (0.3 g; 7.5 mmol) were dissolved in benzene (5 ml) and water (5 ml) The reaction mixture was stirred vigorously for 9 h (TLC: SiO2, ethyl acetate:isooctane 3:1) and worked up as above Chromatography (SiO2, ethyl acetate:isooctane 2:1) gave the title compound (20) as an amorphous solid. Yield: 1.6 g (71%). [α]D21 +7.7°... The reactants are OC1CN2CCC1CC2, [Na+], C1COCCO1, [OH-], Oc1ccc(I)cc1, c1ccc(P(c2ccccc2)c2ccccc2)cc1. Yields the product Ic1ccc(OC2CN3CCC2CC3)cc1. RXN SMILES: [N:20]12[CH2:21][CH:22]([OH:28])[CH:23]([CH2:24][CH2:25]1)[CH2:26][CH2:27]2.[Na+:38].[O:39]1[CH2:40][CH2:41][O:42][CH2:43][CH2:44]1.[OH-:37].[OH:29][c:30]1[cH:31][cH:32][c:33]([I:34])[cH:35][cH:36]1.[c:1]1([P:2]([c:3]2[cH:4][cH:5][cH:6][cH:7][cH:8]2)[c:9]2[cH:10][cH:11][cH:12][cH:13][cH:14]2)[cH:15][cH:16][cH:17][cH:18][cH:19]1>>[N:20]12[CH2:21][CH:22]([O:28][c:30]3[cH:31][cH:32][c:33]([I:34])[cH:35][cH:36]3)[CH:23]([CH2:24][CH2:25]1)[CH2:26][CH2:27]2. Reactants: O (water), [H-].[Na+] (NaH), [I-].C[S+](=O)(C)C (trimethylsulfoxonium iodide), C1(=CC=CC=C1)[C@@H]1N2C(C=C[C@H]2CO1)=O ((2R,5S)-2-Phenyl-3-oxa-1-azabicyclo[3.3.0]oct-6-en-8-on). The solvent is CC(C)(C)OC (TBME), CS(=O)C (DMSO), CS(=O)C (DMSO). Run at time 30 minute. The product is C1(=CC=CC=C1)[C@@H]1N2C([C@H]3[C@@H]([C@H]2CO1)C3)=O ((1aS,1bS,4R,5aR)-4-Phenyl-tetrahydro-3-oxa-4a-aza-cyclopropa[a]pentalen-5-one). As a reaction SMILES: [H-].[Na+].[I-].[CH3:4][S+](C)(C)=O.[C:9]1([C@H:15]2[O:22][CH2:21][C@H:20]3[N:16]2[C:17](=[O:23])[CH:18]=[CH:19]3)[CH:14]=[CH:13][CH:12]=[CH:11][CH:10]=1.O>CS(C)=O.CC(OC)(C)C>[C:9]1([C@H:15]2[O:22][CH2:21][C@H:20]3[N:16]2[C:17](=[O:23])[C@@H:18]2[CH2:4][C@@H:19]23)[CH:10]=[CH:11][CH:12]=[CH:13][CH:14]=1 |f:0.1,2.3|. Procedure details: At RT NaH (oil free, 12.5 mmol) is added to DMSO (15 mL). The mixture is treated portionwise with trimethylsulfoxonium iodide (12.7 mmol) and stirred for 30 min. A solution of (2R,5S)-2-Phenyl-3-oxa-1-azabicyclo[3.3.0]oct-6-en-8-on (4.97 mmol, J. Org. Chem. 1999, 64, 547-555) in DMSO (3.0 mL) is added and the mixture is stirred for 16 h. After cooling to 4° C. water and TBME (100 mL) are added, the layers are separated and the aq. layer is extracted with TBME (100 mL). The combined organic layer... Reactants: O1CCCC=C1 (3,4-dihydro-2H-pyran), C([C@H](O)C)(=O)OCC(C)C (isobutyl (R)-(+)-lactate). The reagents and catalysts are P(=O)(Cl)(Cl)Cl (phosphorus oxychloride). Solvent: C(C)(=O)OCC (ethyl acetate). Reaction conditions: time 4 hour. Yields the product O1C(CCCC1)O[C@@H](C(=O)OCC(C)C)C (Isobutyl (R)-(+)-2-[(Tetrahydro-2H-pyran-2-yl)oxy]propionate). The yield is 106.4%. RXN SMILES: [O:1]1[CH:6]=[CH:5][CH2:4][CH2:3][CH2:2]1.[C:7]([O:12][CH2:13][CH:14]([CH3:16])[CH3:15])(=[O:11])[C@@H:8]([CH3:10])[OH:9]>P(Cl)(Cl)(Cl)=O.C(OCC)(=O)C>[O:1]1[CH2:2][CH2:3][CH2:4][CH2:5][CH:6]1[O:9][C@H:8]([CH3:10])[C:7]([O:12][CH2:13][CH:14]([CH3:16])[CH3:15])=[O:11]. Reported procedure: 21.8 g (0.26 mole) of 3,4-dihydro-2H-pyran was dropwise added at room temperature to a mixture of 29.2 g (0.2 mole) of isobutyl (R)-(+)-lactate and 0.3 g of phosphorus oxychloride. After the completion of the dropwise addition, the resulting mixture was stirred at room temperature for 4 hours. After the reaction, 100 ml of ethyl acetate was added, followed by washing with 70 ml of a saturated aqueous sodium hydrogen carbonate solution, 70 ml of water and 70 ml of a saturated aqueous sodium chlor... Starting materials: CC(C(=O)Cl)(CCCC)CC (2-methyl-2-ethylhexanoic acid chloride), COP(C1=CC=CC=C1)C1=CC=CC=C1 (methoxydiphenylphosphine). The product is 165, CC(C(=O)P(C1=CC=CC=C1)(C1=CC=CC=C1)=O)(CCCC)CC (2-methyl-2-ethylhexanoyl-diphenylphosphine oxide). As a reaction SMILES: [CH3:1][C:2]([CH2:10][CH3:11])([CH2:6][CH2:7][CH2:8][CH3:9])[C:3](Cl)=[O:4].C[O:13][P:14]([C:21]1[CH:26]=[CH:25][CH:24]=[CH:23][CH:22]=1)[C:15]1[CH:20]=[CH:19][CH:18]=[CH:17][CH:16]=1>>[CH3:1][C:2]([CH2:10][CH3:11])([CH2:6][CH2:7][CH2:8][CH3:9])[C:3]([P:14](=[O:13])([C:21]1[CH:22]=[CH:23][CH:24]=[CH:25][CH:26]=1)[C:15]1[CH:20]=[CH:19][CH:18]=[CH:17][CH:16]=1)=[O:4]. Reported procedure: Using a method similar to that of Example 1, 88 parts of 2-methyl-2-ethylhexanoic acid chloride and 108 parts of methoxydiphenylphosphine give 165 parts of 2-methyl-2-ethylhexanoyl-diphenylphosphine oxide as an oily crude product. Column chromatography over silica gel (eluant: a 3:1 mixture of toluene and ether) gives the product as a pale yellowish oil. Yield 154 parts (90% of theory).